Dataset: the Open Reaction Database (ORD), a public repository of structured organic reaction records. Task: describe an organic reaction: reactants, conditions, products, and yield The reactants are CCCCCC1CCC(C=Cc2ccc(C3CCC(C(=O)OC)CC3)cc2)CC1, COCCO[AlH2-]OCCOC, Cc1ccccc1, Cl, [Na+], O. Yields the product CCCCCC1CCC(C=Cc2ccc(C3CCC(C=O)CC3)cc2)CC1. Reaction SMILES: [CH3:1][O:2][C:3](=[O:4])[CH:5]1[CH2:6][CH2:7][CH:8]([c:11]2[cH:12][cH:13][c:14]([CH:17]=[CH:18][CH:19]3[CH2:20][CH2:21][CH:22]([CH2:25][CH2:26][CH2:27][CH2:28][CH3:29])[CH2:23][CH2:24]3)[cH:15][cH:16]2)[CH2:9][CH2:10]1.[CH3:31][O:32][CH2:33][CH2:34][O:35][AlH2-:36][O:37][CH2:38][CH2:39][O:40][CH3:41].[CH3:44][c:45]1[cH:46][cH:47][cH:48][cH:49][cH:50]1.[ClH:43].[Na+:30].[OH2:42]>>[O:2]=[CH:3][CH:5]1[CH2:6][CH2:7][CH:8]([c:11]2[cH:12][cH:13][c:14]([CH:17]=[CH:18][CH:19]3[CH2:20][CH2:21][CH:22]([CH2:25][CH2:26][CH2:27][CH2:28][CH3:29])[CH2:23][CH2:24]3)[cH:15][cH:16]2)[CH2:9][CH2:10]1. Reactants: COC(=O)c1ccc2c(c1)nc(-c1ccc(OCc3cc(C(=O)O)ccc3-c3ccc(Cl)cc3)cc1)n2C1CCCCC1, CN(C)C=O, O=C(Cl)C(=O)Cl, ClCCl, Cl. Yields the product CNC(=O)c1ccc(-c2ccc(Cl)cc2)c(COc2ccc(-c3nc4cc(C(=O)OC)ccc4n3C3CCCCC3)cc2)c1. RXN SMILES: [C:2](=[O:3])([OH:4])[c:5]1[cH:6][cH:7][c:8](-[c:38]2[cH:39][cH:40][c:41]([Cl:44])[cH:42][cH:43]2)[c:9]([CH2:10][O:11][c:12]2[cH:13][cH:14][c:15](-[c:18]3[n:19][c:20]4[c:21]([n:22]3[CH:23]3[CH2:24][CH2:25][CH2:26][CH2:27][CH2:28]3)[cH:29][cH:30][c:31]([C:33](=[O:34])[O:35][CH3:36])[cH:32]4)[cH:16][cH:17]2)[cH:37]1.[CH3:51][N:52]([CH3:53])[CH:54]=[O:55].[Cl:45][C:46]([C:47]([Cl:48])=[O:49])=[O:50].[Cl:56][CH2:57][Cl:58].[ClH:1]>>[C:2](=[O:3])([c:5]1[cH:6][cH:7][c:8](-[c:38]2[cH:39][cH:40][c:41]([Cl:44])[cH:42][cH:43]2)[c:9]([CH2:10][O:11][c:12]2[cH:13][cH:14][c:15](-[c:18]3[n:19][c:20]4[c:21]([n:22]3[CH:23]3[CH2:24][CH2:25][CH2:26][CH2:27][CH2:28]3)[cH:29][cH:30][c:31]([C:33](=[O:34])[O:35][CH3:36])[cH:32]4)[cH:16][cH:17]2)[cH:37]1)[NH:52][CH3:51]. Starting materials: C=CC(=O)OCC, O=C(Cl)c1ccccc1, CC(=O)[O-], CC(=O)[O-], CCN(CC)Cc1ccccc1, Cc1ccc(C)cc1, CN(C)Cc1cccc(Cl)c1, [Pd+2]. Product: CCN(CC)Cc1ccccc1, CCOC(=O)C=Cc1ccccc1. Reaction SMILES: [C:10]([CH:11]=[CH2:12])(=[O:13])[O:14][CH2:15][CH3:16].[C:1]([c:2]1[cH:3][cH:4][cH:5][cH:6][cH:7]1)([Cl:8])=[O:9].[C:48]([O-:49])(=[O:50])[CH3:51].[C:53]([O-:54])(=[O:55])[CH3:56].[CH2:17]([c:18]1[cH:19][cH:20][cH:21][cH:22][cH:23]1)[N:24]([CH2:25][CH3:26])[CH2:27][CH3:28].[CH3:40][c:41]1[cH:42][cH:43][c:44]([CH3:45])[cH:46][cH:47]1.[Cl:29][c:30]1[cH:31][c:32]([CH2:36][N:37]([CH3:38])[CH3:39])[cH:33][cH:34][cH:35]1.[Pd+2:52]>>[CH2:17]([c:18]1[cH:19][cH:20][cH:21][cH:22][cH:23]1)[N:24]([CH2:25][CH3:26])[CH2:27][CH3:28].[CH:1]([c:2]1[cH:3][cH:4][cH:5][cH:6][cH:7]1)=[CH:11][C:10](=[O:13])[O:14][CH2:15][CH3:16]. Starting materials: FC=1C=C(C=CC1F)C1(CNCC1)O (3-(3,4-difluorophenyl)pyrrolidin-3-ol), C([O-])([O-])=O.[Na+].[Na+] (sodium carbonate), ICC (iodoethane). Run in C(C)#N (acetonitrile). Product: FC=1C=C(C=CC1F)C1(CN(CC1)CC)O (3-(3,4-DIFLUOROPHENYL)-1-ETHYLPYRROLIDIN-3-OL). As a reaction SMILES: [F:1][C:2]1[CH:3]=[C:4]([C:9]2([OH:14])[CH2:13][CH2:12][NH:11][CH2:10]2)[CH:5]=[CH:6][C:7]=1[F:8].C(=O)([O-])[O-].[Na+].[Na+].I[CH2:22][CH3:23]>C(#N)C>[F:1][C:2]1[CH:3]=[C:4]([C:9]2([OH:14])[CH2:13][CH2:12][N:11]([CH2:22][CH3:23])[CH2:10]2)[CH:5]=[CH:6][C:7]=1[F:8] |f:1.2.3|. Procedure details: Preparation according to Example 8: 3-(3,4-difluorophenyl)pyrrolidin-3-ol (0.38 g, 1.9 mmol), acetonitrile (20 mL), sodium carbonate (0.26 g, 4.75 mmol), iodoethane (0.29 g, 1.9 mmol). Refluxed 2 h. Purification by HPLC on Waters OBD C18, 5 μm (MeOH/33 mM NH3, 35:65 to 50:50). Yield: 0.26 g. The amine was converted to the fumaric acid salt and recrystallized from 2-propanol/diisopropyl ester: M.p. 157-158° C.; MS m/z (relative intensity, 70 eV) 227 (M+, 26), 212 (18), 141 (30), 127 (23), 113 (22... The reactants are BrC1C(CCCC1=O)C(=O)OC (methyl 2-bromo-3-oxocyclohexanecarboxylate), C(C1=CC=CC=C1)(=S)N (thiobenzamide). Solvent: CCO (EtOH). Product: C1(=CC=CC=C1)C=1SC2=C(N1)CCCC2C(=O)OC (methyl 2-phenyl-4,5,6,7-tetrahydrobenzo[d]thiazole-7-carboxylate). As a reaction SMILES: Br[CH:2]1[C:7](=O)[CH2:6][CH2:5][CH2:4][CH:3]1[C:9]([O:11][CH3:12])=[O:10].[C:13]([NH2:21])(=[S:20])[C:14]1[CH:19]=[CH:18][CH:17]=[CH:16][CH:15]=1>CCO>[C:14]1([C:13]2[S:20][C:2]3[CH:3]([C:9]([O:11][CH3:12])=[O:10])[CH2:4][CH2:5][CH2:6][C:7]=3[N:21]=2)[CH:19]=[CH:18][CH:17]=[CH:16][CH:15]=1. Reported procedure: A soln. of methyl 2-bromo-3-oxocyclohexanecarboxylate (100 mg, 0.43 mmol) and thiobenzamide (64 mg, 0.47 mmol) in EtOH (2 mL) was stirred at 85° C. overnight. Subsequently, the mixture was quenched with aq. sat. NaHCO3 and extracted with EtOAc. The comb. org. layers were washed with brine, dried over MgSO4, and conc. in vacuo. Purification by means of CC (2-15% EtOAc/Hept) provided a yellow oil. The reactants are CS(=O)(=O)OCCC(C)(N1N=CC(=C1)C1=C2C(=NC=C1)N(C=C2)COCC[Si](C)(C)C)C (3-methyl-3-[4-(1-[2-(trimethylsilyl)ethoxy]methyl-1H-pyrrolo[2,3-b]pyridin-4-yl)-1H-pyrazol-1-yl]butyl methanesulfonate), [C-]#N.[K+] (potassium cyanide). Solvent: CN(C)C=O (DMF), O (water). Reaction conditions: temperature 125 celsius, time 30 minute. Product: CC(CCC#N)(C)N1N=CC(=C1)C1=C2C(=NC=C1)N(C=C2)COCC[Si](C)(C)C (4-methyl-4-[4-(1-[2-(trimethylsilyl)ethoxy]methyl-1H-pyrrolo-[2,3-b]pyridin-4-yl)-1H-pyrazol-1-yl]pentanenitrile). The yield is 169.2%. Reaction SMILES: CS(O[CH2:6][CH2:7][C:8]([CH3:32])([N:10]1[CH:14]=[C:13]([C:15]2[CH:20]=[CH:19][N:18]=[C:17]3[N:21]([CH2:24][O:25][CH2:26][CH2:27][Si:28]([CH3:31])([CH3:30])[CH3:29])[CH:22]=[CH:23][C:16]=23)[CH:12]=[N:11]1)[CH3:9])(=O)=O.[C-:33]#[N:34].[K+]>CN(C=O)C.O>[CH3:32][C:8]([N:10]1[CH:14]=[C:13]([C:15]2[CH:20]=[CH:19][N:18]=[C:17]3[N:21]([CH2:24][O:25][CH2:26][CH2:27][Si:28]([CH3:30])([CH3:29])[CH3:31])[CH:22]=[CH:23][C:16]=23)[CH:12]=[N:11]1)([CH3:9])[CH2:7][CH2:6][C:33]#[N:34] |f:1.2|. Procedure: A mixture of 3-methyl-3-[4-(1-[2-(trimethylsilyl)ethoxy]methyl-1H-pyrrolo[2,3-b]pyridin-4-yl)-1H-pyrazol-1-yl]butyl methanesulfonate (42 mg, 0.000088 mol) and potassium cyanide (46 mg, 0.000702 mol) in DMF (1 mL) was heated in the microwave reactor for 30 min at 125° C. followed by additional 30 min at 135° C. The mixture was then diluted with water, and the product was extracted with three portions of MTBE. The combined extracts were dried over sodium sulfate, filtered and concentrated to give ...